describe an organic reaction: reactants, conditions, products, and yield From a dataset of the Open Reaction Database (ORD), a public repository of structured organic reaction records. Starting materials: NC=1C2=C(SC1C(=O)N)C=C(C=C2OCC2CCCC2)CCN (3-amino-6-(2-amino-ethyl)-4-cyclopentylmethoxy-benzo[b]thiophene-2-carboxylic acid amide), CS(=O)(=O)Cl (methanesulfonyl chloride). The solvent is O (water), N1=CC=CC=C1 (pyridine). Reaction conditions: time 8 hour. Product: NC=1C2=C(SC1C(=O)N)C=C(C=C2OCC2CCCC2)CCNS(=O)(=O)C (3-amino-4-cyclopentylmethoxy-6-(2-methanesulfonylamino-ethyl)-benzo[b]thiophene-2-carboxylic acid amide). The yield is 18.9%. As a reaction SMILES: [NH2:1][C:2]1[C:3]2[C:13]([O:14][CH2:15][CH:16]3[CH2:20][CH2:19][CH2:18][CH2:17]3)=[CH:12][C:11]([CH2:21][CH2:22][NH2:23])=[CH:10][C:4]=2[S:5][C:6]=1[C:7]([NH2:9])=[O:8].[CH3:24][S:25](Cl)(=[O:27])=[O:26]>N1C=CC=CC=1.O>[NH2:1][C:2]1[C:3]2[C:13]([O:14][CH2:15][CH:16]3[CH2:17][CH2:18][CH2:19][CH2:20]3)=[CH:12][C:11]([CH2:21][CH2:22][NH:23][S:25]([CH3:24])(=[O:27])=[O:26])=[CH:10][C:4]=2[S:5][C:6]=1[C:7]([NH2:9])=[O:8]. Reported procedure: To a stirred solution of 3-amino-6-(2-amino-ethyl)-4-cyclopentylmethoxy-benzo[b]thiophene-2-carboxylic acid amide (11) (HCl salt form, 0.100 g, 0.270 mmol) in pyridine (1 mL) at 0° C. was added methanesulfonyl chloride (0.08 mL, 1 mmol). It was allowed to warm to room temperature and stirred overnight. It was diluted with water, extracted with dichloromethane, washed with brine, dried with sodium sulfate, and concentrated. The residue was purified by preparatory thin layer chromatography to affo...